This data is from the Open Reaction Database (ORD), a public repository of structured organic reaction records. The task is: describe an organic reaction: reactants, conditions, products, and yield The reactants are CN(C)C1=NC=CC=C1 (dimethylaminopyridine), Cl.Cl.NC1=C(C(=N)N)C=CC=C1 (Aminobenzamidine di-HCl), CN(C)C=O (DMF), C1(CCC(=O)O1)=O (succinic anhydride). The solvent is N1=CC=CC=C1 (pyridine). Conditions: temperature 100 celsius, time 1 hour. Product: NN=CC1=CC=C(C=C1)NC(CCC(=O)O)=O (4-[[4-(aminoiminomethyl)phenyl]-amino]-4-oxobutanoic acid). The yield is 88.0%. As a reaction SMILES: Cl.Cl.N[C:4]1[CH:12]=[CH:11][CH:10]=[CH:9][C:5]=1[C:6]([NH2:8])=N.C[N:14]([CH:16]=[O:17])C.[C:18]1(=[O:24])[O:23]C(=O)[CH2:20][CH2:19]1.C[N:26](C1C=CC=CN=1)C>N1C=CC=CC=1>[NH2:26][N:8]=[CH:6][C:5]1[CH:4]=[CH:12][C:11]([NH:14][C:16](=[O:17])[CH2:20][CH2:19][C:18]([OH:23])=[O:24])=[CH:10][CH:9]=1 |f:0.1.2|. Reported procedure: Aminobenzamidine di-HCl (25 g, 120 mmol) was added to dry DMF (100 ml). To this solution dry pyridine (100 ml) and succinic anhydride (12 g, 120 mmol) followed by dimethylaminopyridine (DMAP 1.5 g 0,012 mmol) were added. The product precipitated after heating for 1/2 h at 100° C. The product was filtered, washed with water, acetonitrile and ether. The white solid was suspended in dioxane, 4N HCl in dioxane (100 ml) was added and the suspension was stirred for 1 h, filtered and dried in a desicca... Starting materials: [Al+3], CCOC(=O)C1CN(CCCC(C#N)(c2ccccc2)C(C)C)CCN1CCOc1ccc(F)cc1, CCOCC, [H-], [H-], [H-], [H-], [Li+], [Mg+2], [Na+], O=S(=O)([O-])[O-], [OH-], O. The product is CC(C)C(C#N)(CCCN1CCN(CCOc2ccc(F)cc2)C(CO)C1)c1ccccc1. As a reaction SMILES: [Al+3:2].[C:7](#[N:8])[C:9]([CH2:10][CH2:11][CH2:12][N:13]1[CH2:14][CH:15]([C:29](=[O:30])[O:31][CH2:32][CH3:33])[N:16]([CH2:19][CH2:20][O:21][c:22]2[cH:23][cH:24][c:25]([F:28])[cH:26][cH:27]2)[CH2:17][CH2:18]1)([CH:34]([CH3:35])[CH3:36])[c:37]1[cH:38][cH:39][cH:40][cH:41][cH:42]1.[CH3:52][CH2:53][O:54][CH2:55][CH3:56].[H-:1].[H-:4].[H-:5].[H-:6].[Li+:3].[Mg+2:45].[Na+:44].[O-:46][S:47](=[O:48])(=[O:49])[O-:50].[OH-:43].[OH2:51]>>[C:7](#[N:8])[C:9]([CH2:10][CH2:11][CH2:12][N:13]1[CH2:14][CH:15]([CH2:29][OH:30])[N:16]([CH2:19][CH2:20][O:21][c:22]2[cH:23][cH:24][c:25]([F:28])[cH:26][cH:27]2)[CH2:17][CH2:18]1)([CH:34]([CH3:35])[CH3:36])[c:37]1[cH:38][cH:39][cH:40][cH:41][cH:42]1.